This data is from the Open Reaction Database (ORD), a public repository of structured organic reaction records. The task is: describe an organic reaction: reactants, conditions, products, and yield Reactants: COC(=O)[C@@H]1C[C@@H](C1)N1C=C(C2=C1N=CN=C2N)C2=CC(=CC=C2)OCC2=CC=CC=C2 (cis-3-[4-amino-5-(3-benzyloxy-phenyl)-pyrrolo[2,3-d]pyrimidin-7-yl]-cyclobutanecarboxylic acid methyl ester), Cl (HCl). Run in C1CCOC1 (THF). Run at time 15 minute. Yields the product NC=1C2=C(N=CN1)N(C=C2C2=CC(=CC=C2)OCC2=CC=CC=C2)[C@H]2C[C@H](C2)C(=O)O (cis-3-[4-amino-5-(3-benzyloxy-phenyl)-pyrrolo[2,3-d]pyrimidin-7-yl]-cyclobutanecarboxylic acid). Reaction SMILES: C[O:2][C:3]([C@H:5]1[CH2:8][C@@H:7]([N:9]2[C:13]3[N:14]=[CH:15][N:16]=[C:17]([NH2:18])[C:12]=3[C:11]([C:19]3[CH:24]=[CH:23][CH:22]=[C:21]([O:25][CH2:26][C:27]4[CH:32]=[CH:31][CH:30]=[CH:29][CH:28]=4)[CH:20]=3)=[CH:10]2)[CH2:6]1)=[O:4].Cl>C1COCC1>[NH2:18][C:17]1[C:12]2[C:11]([C:19]3[CH:24]=[CH:23][CH:22]=[C:21]([O:25][CH2:26][C:27]4[CH:32]=[CH:31][CH:30]=[CH:29][CH:28]=4)[CH:20]=3)=[CH:10][N:9]([C@@H:7]3[CH2:6][C@H:5]([C:3]([OH:4])=[O:2])[CH2:8]3)[C:13]=2[N:14]=[CH:15][N:16]=1. Procedure: 0.1 g (0.23 mmol) of cis-3-[4-amino-5-(3-benzyloxy-phenyl)-pyrrolo[2,3-d]pyrimidin-7-yl]-cyclobutanecarboxylic acid methyl ester are dissolved in 1.8 ml of THF/1 M LiOH (1:1, v/v). After stirring at RT for 15 min, the pH of the solution is adjusted to pH=6 with 2N HCl and cis-3-[4-amino-5-(3-benzyloxy-phenyl)-pyrrolo[2,3-d]pyrimidin-7-yl]-cyclobutanecarboxylic acid is obtained by filtering the suspension. Analytical HPLC: tR=6.61 min (Grad 2); ES-MS: m/eo=415.0.